This data is from the Open Reaction Database (ORD), a public repository of structured organic reaction records. The task is: describe an organic reaction: reactants, conditions, products, and yield Reactants: CC1(C=2C=CC(=CC2C(CC1)(C)C)C=1SC(=CN1)C1CCNCC1)C (4-[2-(5,5,8,8-tetramethyl-5,6,7,8-tetrahydronaphthalen-2-yl)thiazol-5-yl]piperidine), OCCCCC=O (5-hydroxypentanal). The product is CC1(C=2C=CC(=CC2C(CC1)(C)C)C=1SC(=CN1)C1CCN(CC1)CCCCCO)C (5-{4-[2-(5,5,8,8-tetramethyl-5,6,7,8-tetrahydronaphthalen-2-yl)thiazol-5-yl]piperidin-1-yl}pentan-1-ol). Reaction SMILES: [CH3:1][C:2]1([CH3:25])[CH2:11][CH2:10][C:9]([CH3:13])([CH3:12])[C:8]2[CH:7]=[C:6]([C:14]3[S:15][C:16]([CH:19]4[CH2:24][CH2:23][NH:22][CH2:21][CH2:20]4)=[CH:17][N:18]=3)[CH:5]=[CH:4][C:3]1=2.[OH:26][CH2:27][CH2:28][CH2:29][CH2:30][CH:31]=O>>[CH3:1][C:2]1([CH3:25])[CH2:11][CH2:10][C:9]([CH3:12])([CH3:13])[C:8]2[CH:7]=[C:6]([C:14]3[S:15][C:16]([CH:19]4[CH2:24][CH2:23][N:22]([CH2:31][CH2:30][CH2:29][CH2:28][CH2:27][OH:26])[CH2:21][CH2:20]4)=[CH:17][N:18]=3)[CH:5]=[CH:4][C:3]1=2. Procedure details: The preparation was carried out as already described via a reductive amination starting from 70 mg (0.20 mmol) of 4-[2-(5,5,8,8-tetramethyl-5,6,7,8-tetrahydronaphthalen-2-yl)thiazol-5-yl]piperidine and 40 mg (0.40 mmol) of 5-hydroxypentanal. The product was purified by means of preparative HPLC and converted into the hydrochloride by treatment with methanolic HCl. The reactants are NC1=C(C=C(C=C1)C1(CCCCC1)C#N)C1=CCC(CC1)(C)C (1-[4-amino-3-(4,4-dimethyl-cyclohex-1-enyl)-phenyl]-cyclohexanecarbonitrile), [K+].C(#N)C=1N=C(N(C1)COCC[Si](C)(C)C)C(=O)[O-] (4-Cyano-1-(2-trimethylsilanyl-ethoxymethyl)-1H-imidazole-2-carboxylate potassium salt). Product: C(#N)C1(CCCCC1)C1=CC(=C(C=C1)NC(=O)C=1N(C=C(N1)C#N)COCC[Si](C)(C)C)C1=CCC(CC1)(C)C (4-Cyano-1-(2-trimethylsilanyl-ethoxymethyl)-1H-imidazole-2-carboxylic acid [4-(1-cyano-cyclohexyl)-2-(4,4-dimethyl-cyclohex-1-enyl)-phenyl]-amide). Reaction SMILES: [NH2:1][C:2]1[CH:7]=[CH:6][C:5]([C:8]2([C:14]#[N:15])[CH2:13][CH2:12][CH2:11][CH2:10][CH2:9]2)=[CH:4][C:3]=1[C:16]1[CH2:21][CH2:20][C:19]([CH3:23])([CH3:22])[CH2:18][CH:17]=1.[K+].[C:25]([C:27]1[N:28]=[C:29]([C:40]([O-])=[O:41])[N:30]([CH2:32][O:33][CH2:34][CH2:35][Si:36]([CH3:39])([CH3:38])[CH3:37])[CH:31]=1)#[N:26]>>[C:14]([C:8]1([C:5]2[CH:6]=[CH:7][C:2]([NH:1][C:40]([C:29]3[N:30]([CH2:32][O:33][CH2:34][CH2:35][Si:36]([CH3:39])([CH3:38])[CH3:37])[CH:31]=[C:27]([C:25]#[N:26])[N:28]=3)=[O:41])=[C:3]([C:16]3[CH2:21][CH2:20][C:19]([CH3:23])([CH3:22])[CH2:18][CH:17]=3)[CH:4]=2)[CH2:9][CH2:10][CH2:11][CH2:12][CH2:13]1)#[N:15] |f:1.2|. Reported procedure: The title compound was prepared from 1-[4-amino-3-(4,4-dimethyl-cyclohex-1-enyl)-phenyl]-cyclohexanecarbonitrile (as prepared in the previous step) and 4-cyano-1-(2-trimethylsilanyl-ethoxymethyl)-1H-imidazole-2-carboxylate potassium salt (as prepared in Example 1, step (d)) according to the procedure of Example 1, step (f). Mass spectrum (ESI, m/z): Calcd. for C32H43N5O2Si, 558.3 (M+H). found 557.8. Yields the product [N+](=O)([O-])C1=CC=C(C=C1)C1CC(C1)C(=O)OC (methyl 3-(4-nitrophenyl)cyclobutanecarboxylate). RXN SMILES: [N+:1]([O-:4])(O)=[O:2].[C:5]1([CH:11]2[CH2:14][CH:13]([C:15]([O:17][CH3:18])=[O:16])[CH2:12]2)[CH:10]=[CH:9][CH:8]=[CH:7][CH:6]=1>C(OC(=O)C)(=O)C.C(O)(=O)C>[N+:1]([C:8]1[CH:9]=[CH:10][C:5]([CH:11]2[CH2:12][CH:13]([C:15]([O:17][CH3:18])=[O:16])[CH2:14]2)=[CH:6][CH:7]=1)([O-:4])=[O:2]. The solvent is C(C)(=O)OC(C)=O (acetic anhydride), C(C)(=O)O (acetic acid). Starting materials: [N+](=O)(O)[O-] (nitric acid), C1(=CC=CC=C1)C1CC(C1)C(=O)OC (methyl 3-phenylcyclobutanecarboxylate). Procedure details: Fuming nitric acid (0.54ml.) was added dropwise to a stirred solution of methyl 3-phenylcyclobutanecarboxylate (950mg.) in acetic anhydride (5ml.) and glacial acetic acid (0.25ml.) at -5° C. The reaction mixture was set aside overnight at room temperature then poured onto ice and extracted with ethyl acetate (3 × 20ml.) The ethyl acetate solution was dried over magnesium sulphate and evaporated under reduced pressure. Chromatography of the residue on a column of "Florisil" (25g.), eluting with t... Conditions: time 8 hour. The reactants are BrCCCCCCCCCCC(=O)O (11-bromoundecanoic acid), C(C)O (ethanol), C(Cl)(Cl)Cl (chloroform). The reagents and catalysts are C1(=CC=C(C=C1)S(=O)(=O)O)C (p-toluenesulfonic acid). The solvent is O (water), O (water). Product: BrCCCCCCCCCCC(=O)OCC (ethyl 11-bromoundecanoate). The yield is 72.0%. As a reaction SMILES: [Br:1][CH2:2][CH2:3][CH2:4][CH2:5][CH2:6][CH2:7][CH2:8][CH2:9][CH2:10][CH2:11][C:12]([OH:14])=[O:13].[CH2:15](O)[CH3:16].C(Cl)(Cl)Cl>C1(C)C=CC(S(O)(=O)=O)=CC=1.O>[Br:1][CH2:2][CH2:3][CH2:4][CH2:5][CH2:6][CH2:7][CH2:8][CH2:9][CH2:10][CH2:11][C:12]([O:14][CH2:15][CH3:16])=[O:13]. Procedure: 1000 g of 90% pure 11-bromoundecanoic acid (equivalent to 3.39 mol), 304.0 g (6.60 mol) of ethanol and 20.0 g of p-toluenesulfonic acid were introduced into 400 ml of chloroform in an experimental apparatus with water trap (for entrainers with higher specific gravity than water). The mixture was heated under reflux until water no longer separated out (about 6 hours). After the solution had cooled to room temperature it was washed successively with 1 l of water, 500 ml of saturated NaHCO3 solutio...